Dataset: the Open Reaction Database (ORD), a public repository of structured organic reaction records. Task: describe an organic reaction: reactants, conditions, products, and yield Starting materials: [Al+3], C1CCOC1, CCOC(=O)c1cnc(Cl)cc1Nc1ccccc1, [H-], [H-], [H-], [H-], [Li+]. Yields the product OCc1cnc(Cl)cc1Nc1ccccc1. RXN SMILES: [Al+3:21].[CH2:26]1[O:27][CH2:28][CH2:29][CH2:30]1.[Cl:1][c:2]1[n:3][cH:4][c:5]([C:6](=[O:7])[O:8][CH2:9][CH3:10])[c:11]([NH:13][c:14]2[cH:15][cH:16][cH:17][cH:18][cH:19]2)[cH:12]1.[H-:20].[H-:23].[H-:24].[H-:25].[Li+:22]>>[Cl:1][c:2]1[n:3][cH:4][c:5]([CH2:6][OH:7])[c:11]([NH:13][c:14]2[cH:15][cH:16][cH:17][cH:18][cH:19]2)[cH:12]1. Reactants: O=C1C(C(N(C2=C(N1CC(=O)N(C1=CC=CC=C1)C(C)C)C=CC=C2)C2=CC=CC=C2)=O)=NNC2=CC=CC=C2 (2-[2,4-dioxo-5-phenyl-3-(phenylhydrazono)-2,3,4,5-tetrahydro benzo[b][1,4]-diazepin-1 -yl]-N-isopropyl-N-phenylacetamide). Reagents/catalysts: [Zn] (Zinc). Run in C(C)(=O)O (acetic acid). Run at temperature 0 celsius. Yields the product NC1C(N(C2=C(N(C1=O)CC(=O)N(C1=CC=CC=C1)C(C)C)C=CC=C2)C2=CC=CC=C2)=O (2-(3-Amino-2,4-dioxo-5-phenyl-2,3,4,5-tetrahydrobenzo-[b][1,4]diazepin-1-yl)-N-isopropyl-N-phenylacetamide). The yield is 100.9%. As a reaction SMILES: [O:1]=[C:2]1[N:8]([CH2:9][C:10]([N:12]([CH:19]([CH3:21])[CH3:20])[C:13]2[CH:18]=[CH:17][CH:16]=[CH:15][CH:14]=2)=[O:11])[C:7]2[CH:22]=[CH:23][CH:24]=[CH:25][C:6]=2[N:5]([C:26]2[CH:31]=[CH:30][CH:29]=[CH:28][CH:27]=2)[C:4](=[O:32])[C:3]1=[N:33]NC1C=CC=CC=1>C(O)(=O)C.[Zn]>[NH2:33][CH:3]1[C:2](=[O:1])[N:8]([CH2:9][C:10]([N:12]([CH:19]([CH3:21])[CH3:20])[C:13]2[CH:18]=[CH:17][CH:16]=[CH:15][CH:14]=2)=[O:11])[C:7]2[CH:22]=[CH:23][CH:24]=[CH:25][C:6]=2[N:5]([C:26]2[CH:31]=[CH:30][CH:29]=[CH:28][CH:27]=2)[C:4]1=[O:32]. Procedure: Zinc powder (9.1 g) was added in portions to a slurry of 2-[2,4-dioxo-5-phenyl-3-(phenylhydrazono)-2,3,4,5-tetrahydro benzo[b][1,4]-diazepin-1 -yl]-N-isopropyl-N-phenylacetamide (7.5 g), in glacial acetic acid, cooled to 0° C. The reaction was allowed to warm to R.T. and stirred an additional hour. The zinc was filtered through a celite pad and the glacial acetic acid was evaporated in vacuo. The residue was dissolved in ethyl acetate (200 ml) and washed with 10% aqueous sodium carbonate (2×100 ... The reactants are ClCCl (dichloromethane), C=C(C)C (isobutene), ClCCN1C(N2N(CC=CC2C(=O)O)C1=O)=O (2-(2-chloroethyl)-2,3,5,8-tetrahydro-1,3-dioxo-1H-1,2,4-triazolo[1,2-a]pyridazine-5-carboxylic acid), S(O)(O)(=O)=O (sulphuric acid). Run in O1CCOCC1 (dioxan), O (water). Run at time 4 day. Yields the product ClCCN1C(N2N(CC=CC2C(=O)OC(C)(C)C)C1=O)=O (tert.butyl 2-(2-chloroethyl)-2,3,5,8-tetrahydro-1,3-dioxo-1H-1,2,4-triazolo[1,2-a]pyridazine-5-carboxylate). As a reaction SMILES: [Cl:1][CH2:2][CH2:3][N:4]1[C:15](=[O:16])[N:7]2[CH2:8][CH:9]=[CH:10][CH:11]([C:12]([OH:14])=[O:13])[N:6]2[C:5]1=[O:17].ClCCl.S(=O)(=O)(O)O.[CH2:26]=[C:27]([CH3:29])[CH3:28]>O1CCOCC1.O>[Cl:1][CH2:2][CH2:3][N:4]1[C:15](=[O:16])[N:7]2[CH2:8][CH:9]=[CH:10][CH:11]([C:12]([O:14][C:27]([CH3:29])([CH3:28])[CH3:26])=[O:13])[N:6]2[C:5]1=[O:17]. Procedure details: 0.1 mol of 2-(2-chloroethyl)-2,3,5,8-tetrahydro-1,3-dioxo-1H-1,2,4-triazolo[1,2-a]pyridazine-5-carboxylic acid was dissolved in 500 ml of dioxan or dichloromethane. 12 ml of concentrated sulphuric acid were added and the mixture was then treated with 500 ml of isobutene. After stirring at room temperature for 4 days, the mixture was diluted with water and extracted with ether. The ether extracts were washed with 10% sodium carbonate solution, dried over magnesium sulphate and evaporated to give ... Reactants: ClC1=C(C(=C(C=C1OC)OC)Cl)C1=NC=C2C(=N1)NN=C2I (6-(2,6-dichloro-3,5-dimethoxyphenyl)-3-iodo-1H-pyrazolo[3,4-d]pyrimidine), CN(C(=O)C1OC2=CC=C(C=C2CC1)B1OC(C(O1)(C)C)(C)C)C (N,N-dimethyl-6-(4,4,5,5-tetramethyl-1,3,2-dioxaborolan-2-yl)chromane-2-carboxamide). Product: ClC1=C(C(=C(C=C1OC)OC)Cl)C1=NC=C2C(=N1)NN=C2C=2C=C1CCC(OC1=CC2)C(=O)N(C)C (6-[6-(2,6-dichloro-3,5-dimethoxyphenyl)-1H-pyrazolo[3,4-d]pyrimidin-3-yl]-N,N-dimethylchromane-2-carboxamide). RXN SMILES: [Cl:1][C:2]1[C:7]([O:8][CH3:9])=[CH:6][C:5]([O:10][CH3:11])=[C:4]([Cl:12])[C:3]=1[C:13]1[N:18]=[C:17]2[NH:19][N:20]=[C:21](I)[C:16]2=[CH:15][N:14]=1.[CH3:23][N:24]([CH3:46])[C:25]([CH:27]1[CH2:36][CH2:35][C:34]2[C:29](=[CH:30][CH:31]=[C:32](B3OC(C)(C)C(C)(C)O3)[CH:33]=2)[O:28]1)=[O:26]>>[Cl:1][C:2]1[C:7]([O:8][CH3:9])=[CH:6][C:5]([O:10][CH3:11])=[C:4]([Cl:12])[C:3]=1[C:13]1[N:18]=[C:17]2[NH:19][N:20]=[C:21]([C:32]3[CH:33]=[C:34]4[C:29](=[CH:30][CH:31]=3)[O:28][CH:27]([C:25]([N:24]([CH3:46])[CH3:23])=[O:26])[CH2:36][CH2:35]4)[C:16]2=[CH:15][N:14]=1. Procedure: This compound was prepared by using procedures analogous to those described for the synthesis of Example 1, Step 7 starting from 6-(2,6-dichloro-3,5-dimethoxyphenyl)-3-iodo-1H-pyrazolo[3,4-d]pyrimidine and N,N-dimethyl-6-(4,4,5,5-tetramethyl-1,3,2-dioxaborolan-2-yl)chromane-2-carboxamide. LCMS (M+H)+=528.0/530.0. 1H NMR (300 MHz, DMSO-d6) δ: 9.77 (s, 1H), 7.87 (s, 1H), 7.85 (d, J=9.1 Hz, 1H), 7.06 (s, 1H), 6.95 (d, J=9.1 Hz, 1H), 5.19-5.14 (m, 1H), 3.99 (s, 6H), 3.12 (s, 3H), 2.89 (s, 3H), 2.15-... Reactants: Cl.C(=C)C=1OC(C(N1)=O)=O (2-vinyloxazoline-4,5-dione hydrochloride), resultant mixture. Yields the product C(C=C)(=O)N=C=O (acryloyl isocyanate), ClCCC(=O)N=C=O (beta-chloropropionyl isocyanate). Reported procedure: To 2-vinyloxazoline-4,5-dione hydrochloride (100 g; 0.62 mol), o-dichlorobenzene (400 g) was added, and the resultant mixture was heated at 110° to 120° C. while stirring for about 30 minutes. After cooling with ice, the reaction mixture was distilled under reduced pressure to give acryloyl isocyanate (8.9 g) and beta-chloropropionyl isocyanate (56.4 g). Solvent: ClC1=C(C=CC=C1)Cl (o-dichlorobenzene). Reaction conditions: time 30 minute. RXN SMILES: [ClH:1].[CH:2]([C:4]1[O:5]C(=O)[C:7](=[O:9])[N:8]=1)=[CH2:3]>ClC1C=CC=CC=1Cl>[C:4]([N:8]=[C:7]=[O:9])(=[O:5])[CH:2]=[CH2:3].[Cl:1][CH2:3][CH2:2][C:4]([N:8]=[C:7]=[O:9])=[O:5] |f:0.1|.